From a dataset of the Open Reaction Database (ORD), a public repository of structured organic reaction records. describe an organic reaction: reactants, conditions, products, and yield Reactants: COC=1C=C(C=CC1)\C(=C/C(=O)OCC)\C (ethyl 3-(3-methoxyphenyl)crotonate), CC(=O)C1=CC(=CC=C1)OC (3-methoxyacetophenone), C(=O)(OCC)C=P(C1=CC=CC=C1)(C1=CC=CC=C1)C1=CC=CC=C1 (carbethoxymethylene triphenylphosphorane). Product: C(C1=CC=CC=C1)OC=1C=C(C=CC1)\C(=C/C(=O)OCC)\C (Ethyl 3-(3-Benzyloxyphenyl)crotonate). Reaction SMILES: [CH3:1][O:2][C:3]1[CH:4]=[C:5](/[C:9](/[CH3:16])=[CH:10]\[C:11]([O:13][CH2:14][CH3:15])=[O:12])[CH:6]=[CH:7][CH:8]=1.CC([C:20]1[CH:25]=[CH:24][CH:23]=[C:22](OC)[CH:21]=1)=O.C(C=P(C1C=CC=CC=1)(C1C=CC=CC=1)C1C=CC=CC=1)(OCC)=O>>[CH2:1]([O:2][C:3]1[CH:4]=[C:5](/[C:9](/[CH3:16])=[CH:10]\[C:11]([O:13][CH2:14][CH3:15])=[O:12])[CH:6]=[CH:7][CH:8]=1)[C:20]1[CH:25]=[CH:24][CH:23]=[CH:22][CH:21]=1. Procedure details: In like manner, ethyl 3-(3-methoxyphenyl)crotonate is prepared from 3-methoxyacetophenone (43.1 g.) and carbethoxymethylene triphenylphosphorane (200 g.). Starting materials: N1(CCCC1)C1CCC(CC1)=O (4-(1-pyrrolidyl)-cyclohexanone), Cl.C(C1=CC=CC=C1)OC=1C=C(C=CC1)NN (3-benzyloxyphenylhydrazine hydrochloride). The solvent is C(C)O (ethyl alcohol). Product: Cl (hydrogen chloride), Cl.N1(CCCC1)C1CCC=2NC3=CC(=CC=C3C2C1)OCC1=CC=CC=C1 (3-(1-pyrrolidinyl)-7-benzyloxy-1,2,3,4-tetrahydrocarbazole hydrochloride). As a reaction SMILES: [N:1]1([CH:6]2[CH2:11][CH2:10][C:9](=O)[CH2:8][CH2:7]2)[CH2:5][CH2:4][CH2:3][CH2:2]1.[ClH:13].[CH2:14]([O:21][C:22]1[CH:23]=[C:24]([NH:28]N)[CH:25]=[CH:26][CH:27]=1)[C:15]1[CH:20]=[CH:19][CH:18]=[CH:17][CH:16]=1>C(O)C>[ClH:13].[ClH:13].[N:1]1([CH:6]2[CH2:11][C:10]3[C:25]4[C:24](=[CH:23][C:22]([O:21][CH2:14][C:15]5[CH:16]=[CH:17][CH:18]=[CH:19][CH:20]=5)=[CH:27][CH:26]=4)[NH:28][C:9]=3[CH2:8][CH2:7]2)[CH2:5][CH2:4][CH2:3][CH2:2]1 |f:1.2,5.6|. Reported procedure: Following a procedure similar to that described in Example 2A and using 4-(1-pyrrolidyl)-cyclohexanone (14.5 g.), 3-benzyloxyphenylhydrazine hydrochloride (21.8 g.), 160 ml. of absolute ethyl alcohol and 60 ml. of 4.5N ethanolic hydrogen chloride there was obtained 3-(1-pyrrolidinyl)-7-benzyloxy-1,2,3,4-tetrahydrocarbazole hydrochloride, 4 g. of which was hydrogenated, following a procedure similar to that described in Example 1C to give 1.3 g. of 3-(1-pyrrolidyl)-7-hydroxy-1,2,3,4-tetrahydrocar... Product: BrC1=C(C=CC=C1)C=1C=NC2=C(C=CC=C2C1C=1C=C(C=CC1)O)C(F)(F)F (3-[3-(2-BROMOPHENYL)-8-(TRIFLUOROMETHYL)QUINOLIN-4-YL]PHENOL). RXN SMILES: [NH2:1][C:2]1[C:7]([C:8]([F:11])([F:10])[F:9])=[CH:6][CH:5]=[CH:4][C:3]=1[C:12]([C:14]1[CH:19]=[CH:18][CH:17]=[C:16]([OH:20])[CH:15]=1)=O.[Br:21][C:22]1[CH:27]=[CH:26][CH:25]=[CH:24][C:23]=1[CH2:28][CH:29]=O>>[Br:21][C:22]1[CH:27]=[CH:26][CH:25]=[CH:24][C:23]=1[C:28]1[CH:29]=[N:1][C:2]2[C:3]([C:12]=1[C:14]1[CH:15]=[C:16]([OH:20])[CH:17]=[CH:18][CH:19]=1)=[CH:4][CH:5]=[CH:6][C:7]=2[C:8]([F:11])([F:10])[F:9]. Procedure: The title compound was prepared from [2-amino-3-(trifluoromethyl)phenyl]-(3-hydroxy-phenyl)methanone and (2-Bromo-phenyl)-acetaldehyde following the procedure of Example 457: MS (ES) m/z 441.8; HRMS: calcd for C22H13BrF3NO+H+, 444.02053; found (ESI, [M+H]+), 444.0191. Starting materials: NC1=C(C=CC=C1C(F)(F)F)C(=O)C1=CC(=CC=C1)O ([2-amino-3-(trifluoromethyl)phenyl]-(3-hydroxy-phenyl)methanone), BrC1=C(C=CC=C1)CC=O ((2-Bromo-phenyl)-acetaldehyde). The reactants are C#CC1(N)CCCCC1, C1CCOC1, Cc1ccccc1, CC(C)NC(C)C, I[Cu]I, Fc1ccc(I)cc1, Cl[Pd]Cl, O=[Pt], c1ccc(P(c2ccccc2)c2ccccc2)cc1, c1ccc(P(c2ccccc2)c2ccccc2)cc1. Yields the product NC1(CCc2ccc(F)cc2)CCCCC1. As a reaction SMILES: [C:9](#[CH:10])[C:11]1([NH2:17])[CH2:12][CH2:13][CH2:14][CH2:15][CH2:16]1.[CH2:32]1[O:33][CH2:34][CH2:35][CH2:36]1.[CH3:25][c:26]1[cH:27][cH:28][cH:29][cH:30][cH:31]1.[CH:18]([NH:19][CH:20]([CH3:21])[CH3:22])([CH3:23])[CH3:24].[Cu:80]([I:81])[I:82].[F:1][c:2]1[cH:3][cH:4][c:5]([I:8])[cH:6][cH:7]1.[Pd:39]([Cl:40])[Cl:41].[Pt:37]=[O:38].[c:42]1([P:43]([c:44]2[cH:45][cH:46][cH:47][cH:48][cH:49]2)[c:50]2[cH:51][cH:52][cH:53][cH:54][cH:55]2)[cH:56][cH:57][cH:58][cH:59][cH:60]1.[c:61]1([P:62]([c:63]2[cH:64][cH:65][cH:66][cH:67][cH:68]2)[c:69]2[cH:70][cH:71][cH:72][cH:73][cH:74]2)[cH:75][cH:76][cH:77][cH:78][cH:79]1>>[F:1][c:2]1[cH:3][cH:4][c:5]([CH2:10][CH2:9][C:11]2([NH2:17])[CH2:12][CH2:13][CH2:14][CH2:15][CH2:16]2)[cH:6][cH:7]1. Starting materials: COC1=NC(=NC(=N1)NC(C)C)NCCO (2-methoxy-4-isopropylamino-6-(2-hydroxyethylamino)-s-triazine), FC1=C(C=CC=C1)N=C=O (o-fluorophenyl isocyanate). The reagents and catalysts are C(C)N(CC)CC (triethylamine). Yields the product COC1=NC(=NC(=N1)NC(C)C)NCCOC(NC1=C(C=CC=C1)F)=O (2-Methoxy-4-Isopropylamino-6-(2-[ o-Fluorophenylcarbamyloxy]ethylamino)-s-Triazine). As a reaction SMILES: [CH3:1][O:2][C:3]1[N:8]=[C:7]([NH:9][CH:10]([CH3:12])[CH3:11])[N:6]=[C:5]([NH:13][CH2:14][CH2:15][OH:16])[N:4]=1.[F:17][C:18]1[CH:23]=[CH:22][CH:21]=[CH:20][C:19]=1[N:24]=[C:25]=[O:26]>C(N(CC)CC)C>[CH3:1][O:2][C:3]1[N:8]=[C:7]([NH:9][CH:10]([CH3:12])[CH3:11])[N:6]=[C:5]([NH:13][CH2:14][CH2:15][O:16][C:25](=[O:26])[NH:24][C:19]2[CH:20]=[CH:21][CH:22]=[CH:23][C:18]=2[F:17])[N:4]=1. Procedure details: A solution of 5 g of 2-methoxy-4-isopropylamino-6-(2-hydroxyethylamino)-s-triazine, 3.0 g o-fluorophenyl isocyanate and 10 drops triethylamine was stirred at 25° C. for about 2 days. The reaction mixture was filtered to give the product. The melting point and elemental analysis on the product are tabulated in Table I. Reactants: CC(C)([O-])C.[Na+] (sodium tert-butoxide), C1(=CC=CC=C1)C(=N)C1=CC=CC=C1 (1,1-diphenylmethanimine), ClC1=NC=CC=C1COC1=CC=C(C=C1)C(C)C (2-chloro-3-{[4-(1-methylethyl)phenoxy]methyl}pyridine), C1(=CC=CC=C1)C (toluene). The reagents and catalysts are C=1C=CC(=CC1)/C=C/C(=O)/C=C/C2=CC=CC=C2.C=1C=CC(=CC1)/C=C/C(=O)/C=C/C2=CC=CC=C2.C=1C=CC(=CC1)/C=C/C(=O)/C=C/C2=CC=CC=C2.[Pd].[Pd] (tris(dibenzylideneacetone)dipalladium(0)), C1(=CC=CC=C1)P(C1=C(C2=CC=CC=C2C=C1)C1=C(C=CC2=CC=CC=C12)P(C1=CC=CC=C1)C1=CC=CC=C1)C1=CC=CC=C1 (2,2′-bis(diphenylphosphino)-1,1′-binaphthyl). Solvent: C1CCOC1 (THF). Reaction conditions: temperature 110 celsius, time 6 hour. Product: CC(C)C1=CC=C(OCC=2C(=NC=CC2)N)C=C1 (3-{[4-(1-methylethyl)phenoxy]methyl}pyridin-2-amine). Yield: 87.0%. RXN SMILES: CC(C)([O-])C.[Na+].C1(C(C2C=CC=CC=2)=[NH:14])C=CC=CC=1.Cl[C:22]1[C:27]([CH2:28][O:29][C:30]2[CH:35]=[CH:34][C:33]([CH:36]([CH3:38])[CH3:37])=[CH:32][CH:31]=2)=[CH:26][CH:25]=[CH:24][N:23]=1.C1(C)C=CC=CC=1>C1C=CC(/C=C/C(/C=C/C2C=CC=CC=2)=O)=CC=1.C1C=CC(/C=C/C(/C=C/C2C=CC=CC=2)=O)=CC=1.C1C=CC(/C=C/C(/C=C/C2C=CC=CC=2)=O)=CC=1.[Pd].[Pd].C1(P(C2C=CC=CC=2)C2C=CC3C(=CC=CC=3)C=2C2C3C(=CC=CC=3)C=CC=2P(C2C=CC=CC=2)C2C=CC=CC=2)C=CC=CC=1.C1COCC1>[CH3:37][CH:36]([C:33]1[CH:34]=[CH:35][C:30]([O:29][CH2:28][C:27]2[C:22]([NH2:14])=[N:23][CH:24]=[CH:25][CH:26]=2)=[CH:31][CH:32]=1)[CH3:38] |f:0.1,5.6.7.8.9|. Procedure details: A mixture of sodium tert-butoxide (0.617 g), 2,2′-bis(diphenylphosphino)-1,1′-binaphthyl (0.160 g), 1,1-diphenylmethanimine (1.008 g), 2-chloro-3-{[4-(1-methylethyl)phenoxy]methyl}pyridine (1.12 g), tris(dibenzylideneacetone)dipalladium(0) (0.118 g) and toluene (20 mL) was stirred at 110° C. for 6 hr. To the reaction mixture was added THF, and the mixture was filtered through celite, and the filtrate was concentrated under reduced pressure. To the residue were added THF (25 mL) and 1M hydrochlor... The reactants are CC1(OC2=C(C(=C1)C1=NC=CC=N1)C=C(C=C2)C#N)C (2,2-dimethyl-4-(2-pyrimidinyl)-2H-1-benzopyran-6-carbonitrile). Yield: 49.6%. The reagents and catalysts are [Pd] (palladium-on-charcoal). Solvent: C(C)O (ethanol). Procedure details: 1.0 g of 2,2-dimethyl-4-(2-pyrimidinyl)-2H-1-benzopyran-6-carbonitrile was dissolved in 100 ml of ethanol, added to 10% palladium-on-charcoal and shaken under an atmosphere of hydrogen at room temperature. After 2 hours the catalyst was filtered off and the filtrate was evaporated. The residue was chromatographed on silica gel using ethyl acetate/petroleum ether (1:1) for the elution. The product was recrystallized from cyclohexane to give 0.5 g of 3,4-dihydro-2,2-dimethyl-4-(2-pyrimidinyl)-2H-1... Yields the product CC1(OC2=C(C(C1)C1=NC=CC=N1)C=C(C=C2)C#N)C (3,4-dihydro-2,2-dimethyl-4-(2-pyrimidinyl)-2H-1-benzopyran-6-carbonitrile). RXN SMILES: [CH3:1][C:2]1([CH3:20])[CH:7]=[C:6]([C:8]2[N:13]=[CH:12][CH:11]=[CH:10][N:9]=2)[C:5]2[CH:14]=[C:15]([C:18]#[N:19])[CH:16]=[CH:17][C:4]=2[O:3]1>C(O)C.[Pd]>[CH3:1][C:2]1([CH3:20])[CH2:7][CH:6]([C:8]2[N:9]=[CH:10][CH:11]=[CH:12][N:13]=2)[C:5]2[CH:14]=[C:15]([C:18]#[N:19])[CH:16]=[CH:17][C:4]=2[O:3]1.